The task is: describe an organic reaction: reactants, conditions, products, and yield. This data is from the Open Reaction Database (ORD), a public repository of structured organic reaction records. Starting materials: CN(C(=O)Cl)c1ccccc1, COc1ccc(Oc2cnc(O)nc2)cc1, CN(C)C=O, C1CN2CCN1CC2, O. The product is COc1ccc(Oc2cnc(OC(=O)N(C)c3ccccc3)nc2)cc1. Reaction SMILES: [CH3:17][N:18]([C:19](=[O:20])[Cl:21])[c:22]1[cH:23][cH:24][cH:25][cH:26][cH:27]1.[CH3:1][O:2][c:3]1[cH:4][cH:5][c:6]([O:7][c:8]2[cH:9][n:10][c:11]([OH:14])[n:12][cH:13]2)[cH:15][cH:16]1.[CH3:37][N:38]([CH3:39])[CH:40]=[O:41].[N:28]12[CH2:29][CH2:30][N:31]([CH2:32][CH2:33]1)[CH2:34][CH2:35]2.[OH2:36]>>[CH3:1][O:2][c:3]1[cH:4][cH:5][c:6]([O:7][c:8]2[cH:9][n:10][c:11]([O:14][C:19]([N:18]([CH3:17])[c:22]3[cH:23][cH:24][cH:25][cH:26][cH:27]3)=[O:20])[n:12][cH:13]2)[cH:15][cH:16]1. The reactants are C(#N)C1=CC2=C(OC(C=C2N2C(C=C(C=C2)C(CC(=O)OCC)O)=O)(C)C)C=C1 (6-cyano-2,2-dimethyl-4-{1,2-dihydro-2-oxo-4-(1-hydroxy-2- ethoxycarbonylethyl)- 1-pyridinyl}-2H-benzo[b]pyran), aqueous solution, C(O)([O-])=O.[Na+] (sodium hydrogen carbonate), O(C1=CC=CC=C1)C(=S)Cl (phenoxythiocarbonyl chloride). The reagents and catalysts are CN(C1=CC=NC=C1)C (4-dimethylaminopyridine). Solvent: C(C)#N (acetonitrile). Yields the product C(#N)C1=CC2=C(OC(C=C2N2C(C=C(C=C2)C(CC(=O)OCC)OC(=S)OC2=CC=CC=C2)=O)(C)C)C=C1 (6-cyano-2,2-dimethyl-4-{1,2-dihydro-2-oxo-4-(1-phenoxythiocarbonyloxy-2-ethoxycarbonylethyl)-1-pyridinyl}-2H-benzo[b]pyran). As a reaction SMILES: [C:1]([C:3]1[CH:29]=[CH:28][C:6]2[O:7][C:8]([CH3:27])([CH3:26])[CH:9]=[C:10]([N:11]3[CH:16]=[CH:15][C:14]([CH:17]([OH:24])[CH2:18][C:19]([O:21][CH2:22][CH3:23])=[O:20])=[CH:13][C:12]3=[O:25])[C:5]=2[CH:4]=1)#[N:2].[O:30]([C:37](Cl)=[S:38])[C:31]1[CH:36]=[CH:35][CH:34]=[CH:33][CH:32]=1.C(=O)([O-])O.[Na+]>C(#N)C.CN(C)C1C=CN=CC=1>[C:1]([C:3]1[CH:29]=[CH:28][C:6]2[O:7][C:8]([CH3:26])([CH3:27])[CH:9]=[C:10]([N:11]3[CH:16]=[CH:15][C:14]([CH:17]([O:24][C:37]([O:30][C:31]4[CH:36]=[CH:35][CH:34]=[CH:33][CH:32]=4)=[S:38])[CH2:18][C:19]([O:21][CH2:22][CH3:23])=[O:20])=[CH:13][C:12]3=[O:25])[C:5]=2[CH:4]=1)#[N:2] |f:2.3|. Procedure: In 10 ml of acetonitrile, is dissolved 314 mg of 6-cyano-2,2-dimethyl-4-{2-oxo-4-(1-hydroxy-2-ethoxycarbonylethyl)-1-pyridinyl}-2H-benzo[b]pyran obtained in Example 31. Then, 195 mg of 4-dimethylaminopyridine and 0.17 ml of phenoxythiocarbonyl chloride are added at room temperature and reacted at that temperature for 19.5 hours. After stopping the reaction by adding 0.1M aqueous solution of sodium hydrogen carbonate, the reaction mixture is extracted with ethyl acetate. The organic layer is wash...